Dataset: the Open Reaction Database (ORD), a public repository of structured organic reaction records. Task: describe an organic reaction: reactants, conditions, products, and yield Reactants: Fc1cc(Br)cc(F)c1OC(F)F, CC(C)(C)OO, CCN(CC)S(F)(F)F, Fc1cccc(F)c1OC(F)F, Oc1c(F)cccc1F, OO. Yields the product Oc1cc(F)c(OC(F)F)c(F)c1. RXN SMILES: [Br:31][c:32]1[cH:33][c:34]([F:35])[c:36]([O:37][CH:38]([F:39])[F:40])[c:41]([F:42])[cH:43]1.[C:44]([O:45][OH:46])([CH3:47])([CH3:48])[CH3:49].[CH2:10]([N:11]([S:12]([F:13])([F:14])[F:15])[CH2:16][CH3:17])[CH3:18].[F:19][c:20]1[c:21]([O:27][CH:28]([F:29])[F:30])[c:22]([F:26])[cH:23][cH:24][cH:25]1.[F:1][c:2]1[cH:3][cH:4][cH:5][c:6]([F:7])[c:8]1[OH:9].[OH:50][OH:51]>>[OH:9][c:24]1[cH:23][c:22]([F:26])[c:21]([O:27][CH:28]([F:29])[F:30])[c:20]([F:19])[cH:25]1.